From a dataset of the Open Reaction Database (ORD), a public repository of structured organic reaction records. describe an organic reaction: reactants, conditions, products, and yield Starting materials: CC1=CC=C(C=C1)C1=NC2=CC=CC=C2C(=N1)C(=O)OCC (ethyl 2-(4-methylphenyl)quinazoline-4-carboxylate), [OH-].[Na+] (sodium hydroxide). Run in C(C)O (ethanol). Yields the product CC1=CC=C(C=C1)C1=NC2=CC=CC=C2C(=N1)C(=O)O (2-(4-methylphenyl)quinazoline-4-carboxylic acid). As a reaction SMILES: [CH3:1][C:2]1[CH:7]=[CH:6][C:5]([C:8]2[N:17]=[C:16]([C:18]([O:20]CC)=[O:19])[C:15]3[C:10](=[CH:11][CH:12]=[CH:13][CH:14]=3)[N:9]=2)=[CH:4][CH:3]=1.[OH-].[Na+]>C(O)C>[CH3:1][C:2]1[CH:7]=[CH:6][C:5]([C:8]2[N:17]=[C:16]([C:18]([OH:20])=[O:19])[C:15]3[C:10](=[CH:11][CH:12]=[CH:13][CH:14]=3)[N:9]=2)=[CH:4][CH:3]=1 |f:1.2|. Procedure: Into a 150-mL 3-necked round-bottom flask, was placed a solution of ethyl 2-(4-methylphenyl)quinazoline-4-carboxylate (2.64 g, 9.03 mmol, 1.00 equiv) in ethanol (50 mL). This was followed by the addition of sodium hydroxide (1.8 g, 45.00 mmol, 5.00 equiv, 20%) dropwise with stirring at room temperature. The resulting solution was stirred overnight at room temperature. The resulting mixture was concentrated under vacuum. The residue was diluted with 50 mL of water. Hydrogen chloride (5%) was empl... The reactants are Brc1c2ccccc2cc2ccccc12, COCCOC, [Na+], [Na+], O=C([O-])[O-], OB(O)c1ccccc1. Yields the product c1ccc(-c2c3ccccc3cc3ccccc23)cc1. RXN SMILES: [Br:1][c:2]1[c:3]2[cH:4][cH:5][cH:6][cH:7][c:8]2[cH:9][c:10]2[cH:11][cH:12][cH:13][cH:14][c:15]12.[CH3:31][O:32][CH2:33][CH2:34][O:35][CH3:36].[Na+:25].[Na+:26].[O-:27][C:28](=[O:29])[O-:30].[OH:16][B:17]([OH:18])[c:19]1[cH:20][cH:21][cH:22][cH:23][cH:24]1>>[c:2]1(-[c:19]2[cH:20][cH:21][cH:22][cH:23][cH:24]2)[c:3]2[cH:4][cH:5][cH:6][cH:7][c:8]2[cH:9][c:10]2[cH:11][cH:12][cH:13][cH:14][c:15]12. Starting materials: CCN=C=NCCCN(C)C, CN(C)C=O, Cl, O=C(O)CCN1CCCCC1, Cn1c2ccc(N)cc2c2c3c(c(-c4ccccc4Cl)cc21)C(=O)NC3=O. The product is Cn1c2ccc(NC(=O)CCN3CCCCC3)cc2c2c3c(c(-c4ccccc4Cl)cc21)C(=O)NC3=O. As a reaction SMILES: [CH3:13][N:14]([CH3:15])[CH2:16][CH2:17][CH2:18][N:19]=[C:20]=[N:21][CH2:22][CH3:23].[CH3:51][N:52]([CH3:53])[CH:54]=[O:55].[ClH:12].[N:1]1([CH2:7][CH2:8][C:9](=[O:10])[OH:11])[CH2:2][CH2:3][CH2:4][CH2:5][CH2:6]1.[NH2:24][c:25]1[cH:26][c:27]2[c:28]3[c:29]4[c:30]([c:31](-[c:39]5[c:40]([Cl:45])[cH:41][cH:42][cH:43][cH:44]5)[cH:32][c:33]3[n:34]([CH3:38])[c:35]2[cH:36][cH:37]1)[C:46](=[O:50])[NH:47][C:48]4=[O:49]>>[N:1]1([CH2:7][CH2:8][C:9](=[O:11])[NH:24][c:25]2[cH:26][c:27]3[c:28]4[c:29]5[c:30]([c:31](-[c:39]6[c:40]([Cl:45])[cH:41][cH:42][cH:43][cH:44]6)[cH:32][c:33]4[n:34]([CH3:38])[c:35]3[cH:36][cH:37]2)[C:46](=[O:50])[NH:47][C:48]5=[O:49])[CH2:2][CH2:3][CH2:4][CH2:5][CH2:6]1. Starting materials: Cl.S1C2=C(C(=C1)CCCN1C(CN(CC1)C1=NC=CC=C1OC)C)C=CC=C2 (1-[3-(benzo[b]thien-3-yl)propyl]-4-(3-methoxy-2-pyridinyl)-2-methylpiperazine hydrochloride), S(=O)(=O)([O-])C1=CC=C(C)C=C1 (tosylate), COC=1C(=NC=NC1)N1CC(NCC1)C (1-(5-methoxy-4-pyrimidinyl)-3-methylpiperazine). Product: Cl.S1C2=C(C(=C1)CCCN1C(CN(CC1)C1=NC=NC=C1OC)C)C=CC=C2 (1-[3-(benzo[b]thien-3-yl)propyl]-4-(5-methoxy-4-pyrimidinyl)-2-methylpiperazine hydrochloride). As a reaction SMILES: [ClH:1].[S:2]1[CH:6]=[C:5]([CH2:7][CH2:8][CH2:9][N:10]2[CH2:15][CH2:14][N:13]([C:16]3[C:21]([O:22][CH3:23])=[CH:20]C=[CH:18][N:17]=3)[CH2:12][CH:11]2[CH3:24])[C:4]2[CH:25]=[CH:26][CH:27]=[CH:28][C:3]1=2.S(C1C=CC(C)=CC=1)([O-])(=O)=O.COC1C(N2CCNC(C)C2)=[N:44]C=NC=1>>[ClH:1].[S:2]1[CH:6]=[C:5]([CH2:7][CH2:8][CH2:9][N:10]2[CH2:15][CH2:14][N:13]([C:16]3[C:21]([O:22][CH3:23])=[CH:20][N:44]=[CH:18][N:17]=3)[CH2:12][CH:11]2[CH3:24])[C:4]2[CH:25]=[CH:26][CH:27]=[CH:28][C:3]1=2 |f:0.1,4.5|. Procedure: The title compound was prepared (0.80 g, 85%, mp 200°-205° C.) in a manner analogous to the preparation of 1-[3-(benzo[b]thien-3-yl)propyl]-4-(3-methoxy-2-pyridinyl)-2-methylpiperazine hydrochloride (Example 41) by the reaction of 3-benzo[b]thienepropanol tosylate with 1-(5-methoxy-4-pyrimidinyl)-3-methylpiperazine.